Dataset: the Open Reaction Database (ORD), a public repository of structured organic reaction records. Task: describe an organic reaction: reactants, conditions, products, and yield Reactants: C(C)(C)(C)OC(=O)N1CCC(CC1)C1CC=2C(=CN=C(C2)Cl)O1 (4-(5-chloro-2,3-dihydro-furo[2,3-c]pyridin-2-yl)-piperidine-1-carboxylic acid tert-butyl ester), CC1(OB(OC1(C)C)C1=CN=C(O1)[Si](C(C)C)(C(C)C)C(C)C)C (5-(4,4,5,5-tetramethyl-[1,3,2]dioxaborolan-2-yl)-2-triisopropylsilanyl-oxazole), Intermediate 15. The product is C(C)(C)(C)OC(=O)N1CCC(CC1)C1CC=2C(=CN=C(C2)C2=CN=C(O2)[Si](C(C)C)(C(C)C)C(C)C)O1 (4-[5-(2-Triisopropylsilanyl-oxazol-5-yl)-2,3-dihydro-furo[2,3-c]pyridin-2-yl]-piperidine-1-carboxylic acid tert-butyl ester). RXN SMILES: [C:1]([O:5][C:6]([N:8]1[CH2:13][CH2:12][CH:11]([CH:14]2[O:23][C:17]3=[CH:18][N:19]=[C:20](Cl)[CH:21]=[C:16]3[CH2:15]2)[CH2:10][CH2:9]1)=[O:7])([CH3:4])([CH3:3])[CH3:2].CC1(C)C(C)(C)OB([C:32]2[O:36][C:35]([Si:37]([CH:44]([CH3:46])[CH3:45])([CH:41]([CH3:43])[CH3:42])[CH:38]([CH3:40])[CH3:39])=[N:34][CH:33]=2)O1>>[C:1]([O:5][C:6]([N:8]1[CH2:13][CH2:12][CH:11]([CH:14]2[O:23][C:17]3=[CH:18][N:19]=[C:20]([C:32]4[O:36][C:35]([Si:37]([CH:41]([CH3:43])[CH3:42])([CH:44]([CH3:46])[CH3:45])[CH:38]([CH3:39])[CH3:40])=[N:34][CH:33]=4)[CH:21]=[C:16]3[CH2:15]2)[CH2:10][CH2:9]1)=[O:7])([CH3:4])([CH3:3])[CH3:2]. Procedure: The title compound is prepared from 4-(5-chloro-2,3-dihydro-furo[2,3-c]pyridin-2-yl)-piperidine-1-carboxylic acid tert-butyl ester and 5-(4,4,5,5-tetramethyl-[1,3,2]dioxaborolan-2-yl)-2-triisopropylsilanyl-oxazole following a procedure analogous to that described for Intermediate 15. LC (method 10): tR=2.02 min; Mass spectrum (ESI+): m/z=528 [M+H]+. Starting materials: COC(=O)C=1C=C2C(N(CC2=CC1)CCNC1=NC=CC=C1)=O (3-Oxo-2-[2-(pyridin-2-ylamino)ethyl]-2,3-dihydro-1-H-isoindole-5-carboxylic acid methyl ester), [OH-].[Na+] (NaOH). Solvent: CO (methanol). Yields the product O=C1N(CC2=CC=C(C=C12)C(=O)O)CCNC1=NC=CC=C1 (3-Oxo-2-[2-(pyridin-2-ylamino)ethyl]-2,3-dihydro-1-H-isoindole-5-carboxylic acid). RXN SMILES: C[O:2][C:3]([C:5]1[CH:6]=[C:7]2[C:11](=[CH:12][CH:13]=1)[CH2:10][N:9]([CH2:14][CH2:15][NH:16][C:17]1[CH:22]=[CH:21][CH:20]=[CH:19][N:18]=1)[C:8]2=[O:23])=[O:4].[OH-].[Na+]>CO>[O:23]=[C:8]1[C:7]2[C:11](=[CH:12][CH:13]=[C:5]([C:3]([OH:4])=[O:2])[CH:6]=2)[CH2:10][N:9]1[CH2:14][CH2:15][NH:16][C:17]1[CH:22]=[CH:21][CH:20]=[CH:19][N:18]=1 |f:1.2|. Procedure: A methanol solution (50 ml) of 4-2 (2.6 g, 8.4 mmol) and 1 N NaOH (25.2 mL, 25.2 mmol) was stirred under ambient conditions for 18 h. The reaction was concentrated and the residue acidifed with 1 M NaHSO4 solution to provide 4-3 as a colorless solid. Starting materials: C1CNCCN1, CCO, ClCCCCc1ccc(Cl)cc1. Yields the product Clc1ccc(CCCCN2CCNCC2)cc1. As a reaction SMILES: [CH2:13]1[CH2:14][NH:15][CH2:16][CH2:17][NH:18]1.[CH3:19][CH2:20][OH:21].[Cl:1][c:2]1[cH:3][cH:4][c:5]([CH2:8][CH2:9][CH2:10][CH2:11][Cl:12])[cH:6][cH:7]1>>[Cl:1][c:2]1[cH:3][cH:4][c:5]([CH2:8][CH2:9][CH2:10][CH2:11][N:15]2[CH2:14][CH2:13][NH:18][CH2:17][CH2:16]2)[cH:6][cH:7]1. Reactants: ClCc1ccc2ccccc2n1, Fc1ccc(C2=CCC(N3CCNCC3)CC2)cc1, [K+], [K+], O=C([O-])[O-]. Yields the product Fc1ccc(C2=CCC(N3CCN(Cc4ccc5ccccc5n4)CC3)CC2)cc1. RXN SMILES: [Cl:1][CH2:2][c:3]1[n:4][c:5]2[cH:6][cH:7][cH:8][cH:9][c:10]2[cH:11][cH:12]1.[F:13][c:14]1[cH:15][cH:16][c:17]([C:20]2=[CH:21][CH2:22][CH:23]([N:26]3[CH2:27][CH2:28][NH:29][CH2:30][CH2:31]3)[CH2:24][CH2:25]2)[cH:18][cH:19]1.[K+:32].[K+:33].[O-:34][C:35]([O-:36])=[O:37]>>[CH2:2]([c:3]1[n:4][c:5]2[cH:6][cH:7][cH:8][cH:9][c:10]2[cH:11][cH:12]1)[N:29]1[CH2:28][CH2:27][N:26]([CH:23]2[CH2:22][CH:21]=[C:20]([c:17]3[cH:16][cH:15][c:14]([F:13])[cH:19][cH:18]3)[CH2:25][CH2:24]2)[CH2:31][CH2:30]1. Starting materials: C1(=CC=CC2=CC=CC=C12)C=C(C(=O)O)CC(NCCC1=CC=CC=C1)=O (2-(1-naphthylmethylene)-3-(phenethylcarbamoyl)propionic acid). Reagents/catalysts: [Pd] (palladium-charcoal). The solvent is C(C)(=O)O (acetic acid). The product is C1(=CC=CC2=CC=CC=C12)CC(C(=O)O)CC(NCCC1=CC=CC=C1)=O ((±)-2-(1-naphthylmethyl)-3-(phenethylcarbamoyl)-propionic acid). The yield is 84.5%. As a reaction SMILES: [C:1]1([CH:11]=[C:12]([CH2:16][C:17](=[O:27])[NH:18][CH2:19][CH2:20][C:21]2[CH:26]=[CH:25][CH:24]=[CH:23][CH:22]=2)[C:13]([OH:15])=[O:14])[C:10]2[C:5](=[CH:6][CH:7]=[CH:8][CH:9]=2)[CH:4]=[CH:3][CH:2]=1>C(O)(=O)C.[Pd]>[C:1]1([CH2:11][CH:12]([CH2:16][C:17](=[O:27])[NH:18][CH2:19][CH2:20][C:21]2[CH:26]=[CH:25][CH:24]=[CH:23][CH:22]=2)[C:13]([OH:15])=[O:14])[C:10]2[C:5](=[CH:6][CH:7]=[CH:8][CH:9]=2)[CH:4]=[CH:3][CH:2]=1. Reported procedure: A solution of 4.00 g of 2-(1-naphthylmethylene)-3-(phenethylcarbamoyl)propionic acid in 120 ml of acetic acid was hydrogenated over 2.0 g of a 10% palladium-charcoal under a hydrogen atmosphere at room temperature. After filtration of the catalyst, the filtrate was evaporated under reduced pressure, and hexane was added to the residue. The precipitated crystals were collected by filtration to obtain 3.40 g of (±)-2-(1-naphthylmethyl)-3-(phenethylcarbamoyl)-propionic acid as colorless crystals. The reactants are C(C)(C)(C)OC(N(C)CCC(C1=CC=CC=C1)C=1C=C2C=CNC2=CC1)=O ([3-(1H-indol-5-yl)-3-phenyl-propyl]-methyl-carbamic acid tert-butyl ester), CCOCC (Et2O), CS(=O)(=O)Cl (MsCl), [H-].[Na+] (NaH), CS(=O)C (DMSO). Run at time 20 minute. Product: C(C)(C)(C)OC(N(C)CCC(C1=CC=CC=C1)C=1C=C2C=CN(C2=CC1)S(=O)(=O)C)=O ([3-(1-Methanesulfonyl-1H-indol-5-yl)-3-phenyl-propyl]-methyl-carbamic acid tert-butyl ester), C(C)(C)(C)OC(N(C)CCC(C1=CC=CC=C1)C=1C=C2C(=CN(C2=CC1)S(=O)(=O)C)S(=O)(=O)C)=O ([3-(1,3-Bis-methanesulfonyl-1H-indol-5-yl)-3-phenyl-propyl]-methyl-carbamic acid tert-butyl ester). Reaction SMILES: [H-].[Na+].[CH3:3][S:4]([CH3:6])=[O:5].[C:7]([O:11][C:12](=[O:33])[N:13]([CH2:15][CH2:16][CH:17]([C:24]1[CH:25]=[C:26]2[C:30](=[CH:31][CH:32]=1)[NH:29][CH:28]=[CH:27]2)[C:18]1[CH:23]=[CH:22][CH:21]=[CH:20][CH:19]=1)[CH3:14])([CH3:10])([CH3:9])[CH3:8].[CH3:34][S:35](Cl)(=[O:37])=[O:36].CC[O:41]CC>>[C:7]([O:11][C:12](=[O:33])[N:13]([CH2:15][CH2:16][CH:17]([C:24]1[CH:25]=[C:26]2[C:30](=[CH:31][CH:32]=1)[N:29]([S:35]([CH3:34])(=[O:37])=[O:36])[CH:28]=[CH:27]2)[C:18]1[CH:23]=[CH:22][CH:21]=[CH:20][CH:19]=1)[CH3:14])([CH3:10])([CH3:8])[CH3:9].[C:7]([O:11][C:12](=[O:33])[N:13]([CH2:15][CH2:16][CH:17]([C:24]1[CH:25]=[C:26]2[C:30](=[CH:31][CH:32]=1)[N:29]([S:35]([CH3:34])(=[O:37])=[O:36])[CH:28]=[C:3]2[S:4]([CH3:6])(=[O:41])=[O:5])[C:18]1[CH:23]=[CH:22][CH:21]=[CH:20][CH:19]=1)[CH3:14])([CH3:10])([CH3:9])[CH3:8] |f:0.1|. Procedure details: A suspension of NaH (23.4 mg, 0.928 mmol) in DMSO (1.2 ml, 16.9 mmol) was stirred at RT for 20 min. To this mixture was added a solution of [3-(1H-indol-5-yl)-3-phenyl-propyl]-methyl-carbamic acid tert-butyl ester LXXV (307 mg, 0.843 mmol) in Et2O (9 ml). The reaction mixture was stirred at room temperature for 40 minutes, after which MsCl (78.2 μl, 1.01 mmol) was added. The reaction mixture was stirred at room temperature for 2.5 hours followed by reflux for 2 hours. The mixture was partitioned... Reactants: ClC1=CC=C(OC2=CC(=C(C=C2)/C(=N/O)/C2=C(C=CC(=C2)OC)F)CCC)C=C1 ((Z)-[4-(4-chlorophenoxy)-2-propylphenyl](2-fluoro-5-methoxyphenyl)methanone oxime), C([O-])([O-])=O.[Cs+].[Cs+] (cesium carbonate). Solvent: CN(C)C=O (DMF), C(C)(=O)OCC (ethyl acetate). Reaction conditions: temperature 80 celsius, time 18 hour. Product: ClC1=CC=C(OC2=CC(=C(C=C2)C2=NOC3=C2C=C(C=C3)OC)CCC)C=C1 (3-[4-(4-chlorophenoxy)-2-propylphenyl]-5-methoxy-1,2-benzisoxazole). As a reaction SMILES: [Cl:1][C:2]1[CH:29]=[CH:28][C:5]([O:6][C:7]2[CH:12]=[CH:11][C:10](/[C:13](/[C:16]3[CH:21]=[C:20]([O:22][CH3:23])[CH:19]=[CH:18][C:17]=3F)=[N:14]/[OH:15])=[C:9]([CH2:25][CH2:26][CH3:27])[CH:8]=2)=[CH:4][CH:3]=1.C(=O)([O-])[O-].[Cs+].[Cs+]>CN(C=O)C.C(OCC)(=O)C>[Cl:1][C:2]1[CH:29]=[CH:28][C:5]([O:6][C:7]2[CH:12]=[CH:11][C:10]([C:13]3[C:16]4[CH:21]=[C:20]([O:22][CH3:23])[CH:19]=[CH:18][C:17]=4[O:15][N:14]=3)=[C:9]([CH2:25][CH2:26][CH3:27])[CH:8]=2)=[CH:4][CH:3]=1 |f:1.2.3|. Reported procedure: A mixture of the oxime from Step 4 (1.4 g, 3.3 mmol) and cesium carbonate (2.1 g, 6.7 mmol) in DMF (20 mL) was stirred at 80° C. for 18 h. The reaction was diluted with ethyl acetate and washed with water. The crude product was purified by chromatography on silica gel to give the title product.